Dataset: the Open Reaction Database (ORD), a public repository of structured organic reaction records. Task: describe an organic reaction: reactants, conditions, products, and yield Starting materials: C([O-])([O-])=O.[K+].[K+] (Potassium carbonate), C(C)(=O)O[C@@H](CCCCN1C(=O)N(C=2N=CN(C2C1=O)CC1=CC=CC=C1)C)C ((R)-1-(5-acetoxyhexyl)-7-benzyl-3-methylxanthine). Solvent: CO (methanol). The product is C(C1=CC=CC=C1)N1C=NC=2N(C(N(C(C12)=O)CCCC[C@@H](C)O)=O)C ((R)-7-benzyl-1-(5-hydroxyhexyl)-3-methylxanthine). Isolated yield 89.4%. As a reaction SMILES: C(=O)([O-])[O-].[K+].[K+].C([O:10][C@H:11]([CH3:35])[CH2:12][CH2:13][CH2:14][CH2:15][N:16]1[C:25](=[O:26])[C:24]2[N:23]([CH2:27][C:28]3[CH:33]=[CH:32][CH:31]=[CH:30][CH:29]=3)[CH:22]=[N:21][C:20]=2[N:19]([CH3:34])[C:17]1=[O:18])(=O)C>CO>[CH2:27]([N:23]1[C:24]2[C:25](=[O:26])[N:16]([CH2:15][CH2:14][CH2:13][CH2:12][C@H:11]([OH:10])[CH3:35])[C:17](=[O:18])[N:19]([CH3:34])[C:20]=2[N:21]=[CH:22]1)[C:28]1[CH:33]=[CH:32][CH:31]=[CH:30][CH:29]=1 |f:0.1.2|. Procedure details: Potassium carbonate (30 g) was added to a solution of (R)-1-(5-acetoxyhexyl)-7-benzyl-3-methylxanthine (33.7 g, 84.7 mmol) in methanol (400 ml) and refluxed for 12 hours. After concentration under reduced pressure, the residue was partitioned between ethyl acetate (500 ml) and water (300 ml). The organic layer was washed with water (100 ml), dried over anhydrous magnesium sulfate, and concentrated under reduced pressure to provide (R)-7-benzyl-1-(5-hydroxyhexyl)-3-methylxanthine (27 g). Reactants: C1(=CC=C(C=C1)S(=O)(=O)OC1=CC(=[N+](C(=N1)NC(=O)OC)[O-])NC(=O)OC)C (dimethyl 6-[(p-tolylsulfonyl)oxy]-2,4-pyrimidinedicarbamate-3-oxide), N1CC=CCC1 (1,2,5,6-tetrahydropyridine). The solvent is C(Cl)(Cl)Cl (chloroform), C(Cl)Cl (methylene chloride). Yields the product N1(CCC=CC1)C1=CC(=[N+](C(=N1)NC(=O)OC)[O-])NC(=O)OC (dimethyl 6-[3,6-dihydro-1(2H)-pyridyl]-2,4-pyrimidinedicarbamate-3-oxide). Reaction SMILES: C1(C)C=CC(S(O[C:11]2[N:16]=[C:15]([NH:17][C:18]([O:20][CH3:21])=[O:19])[N+:14]([O-:22])=[C:13]([NH:23][C:24]([O:26][CH3:27])=[O:25])[CH:12]=2)(=O)=O)=CC=1.[NH:29]1[CH2:34][CH2:33][CH:32]=[CH:31][CH2:30]1>C(Cl)(Cl)Cl.C(Cl)Cl>[N:29]1([C:11]2[N:16]=[C:15]([NH:17][C:18]([O:20][CH3:21])=[O:19])[N+:14]([O-:22])=[C:13]([NH:23][C:24]([O:26][CH3:27])=[O:25])[CH:12]=2)[CH2:30][CH:31]=[CH:32][CH2:33][CH2:34]1. Reported procedure: 1.0 g of dimethyl 6-[(p-tolylsulfonyl)oxy]-2,4-pyrimidinedicarbamate-3-oxide is dissolved in 20 ml of chloroform and the solution is heated at reflux with 1 ml of 1,2,5,6-tetrahydropyridine. The cooled mixture is diluted with methylene chloride and washed with water. The organic phase is dried over sodium sulfate and concentrated. The residue is recrystallized from methylene chloride and methanol, there being obtained pure dimethyl 6-[3,6-dihydro-1(2H)-pyridyl]-2,4-pyrimidinedicarbamate-3-oxide ...